This data is from the Open Reaction Database (ORD), a public repository of structured organic reaction records. The task is: describe an organic reaction: reactants, conditions, products, and yield Starting materials: aqueous solution, [Na] (sodium), styrene-maleic anhydride copolymer, N1=C(N)N=C(N)N=C1N (melamine), [OH-].[Na+] (sodium hydroxide), C=O (formaldehyde). Solvent: O (water). Run at temperature 60 celsius, time 30 minute. Yields the product 114, C=O.N1=C(N)N=C(N)N=C1N (melamine-formaldehyde). Reaction SMILES: [Na].[N:2]1[C:9]([NH2:10])=[N:8][C:6]([NH2:7])=[N:5][C:3]=1[NH2:4].[CH2:11]=[O:12].[OH-].[Na+]>O>[CH2:11]=[O:12].[N:2]1[C:9]([NH2:10])=[N:8][C:6]([NH2:7])=[N:5][C:3]=1[NH2:4] |f:3.4,6.7,^1:0|. Reported procedure: 50 parts of 20% liquor A (dispersion of aromatic isocyanate compound) and 100 parts of 30% liquor B (co-dispersion of imino compound-sensitizer) obtained in the above (1) were mixed with each other until a homogeneous mixture was obtained. 150 parts of the mixture of liquor A and liquor B was gradually added with 120 parts of a 5% aqueous solution of sodium salt of styrene-maleic anhydride copolymer adjusted to pH 4.0 with stirring. Stirring was carried out for about 30 minutes to obtain agglome... Conditions: time 30 minute. Reaction SMILES: [C:1]1(=O)[CH2:5][CH2:4][CH2:3][CH2:2]1.[Si]([C:11]#[N:12])(C)(C)C.[CH2:13]([NH2:20])[C:14]1[CH:19]=[CH:18][CH:17]=[CH:16][CH:15]=1>>[CH2:13]([NH:20][C:1]1([C:11]#[N:12])[CH2:5][CH2:4][CH2:3][CH2:2]1)[C:14]1[CH:19]=[CH:18][CH:17]=[CH:16][CH:15]=1. Product: C(C1=CC=CC=C1)NC1(CCCC1)C#N (1-(benzylamino)cyclopentanecarbonitrile). Isolated yield 85.0%. The reactants are C1(CCCC1)=O (cyclopentanone), [Si](C)(C)(C)C#N (TMSCN), C(C1=CC=CC=C1)N (benzylamine). Procedure details: 7 g of cyclopentanone are solubilized in 10 mL of benzylamine. The reaction mixture is stirred for 30 mins under argon and at RT. 12.75 mL of TMSCN are added dropwise and then stirred for 1 h. They are dry evaporated. They are purified by flash chromatography on silica gel (heptane/EtOAc 99:1, to heptane/EtOAc 65:35). 14.15 g (yield=85%) of 1-(benzylamino)cyclopentanecarbonitrile are obtained as a colorless oil. Starting materials: [N+](=O)([O-])C=1C=C(C=CC1C1=CC=CC=C1)C (3-nitro-4-phenyltoluene). Reagents/catalysts: [Pd] (Pd/C). Solvent: CO (methanol). Yields the product NC=1C=C(C=CC1C1=CC=CC=C1)C (3-Amino-4-phenyltoluene). Yield: 96.0%. As a reaction SMILES: [N+:1]([C:4]1[CH:5]=[C:6]([CH3:16])[CH:7]=[CH:8][C:9]=1[C:10]1[CH:15]=[CH:14][CH:13]=[CH:12][CH:11]=1)([O-])=O>CO.[Pd]>[NH2:1][C:4]1[CH:5]=[C:6]([CH3:16])[CH:7]=[CH:8][C:9]=1[C:10]1[CH:15]=[CH:14][CH:13]=[CH:12][CH:11]=1. Reported procedure: A solution of 2.4 g of 3-nitro-4-phenyltoluene in 25 mL of methanol was hydrogenated at room temperature and 40 psi over 0.30 g of 5% Pd/C catalyst. The solution was filtered and the filtrate concentrated to give 1.98 g of product. EI-MS: calculated for C13H13N: 183; found 183. Starting materials: C(CCl)Cl (EDC), Cl.CC1(OCC2=C(NC1=O)N=CC(=C2)/C=C/C(=O)O)C ((E)-3-(3,3-dimethyl-2-oxo-1,2,3,5-tetrahydropyrido[2,3-e][1,4]oxazepin-7-yl)acrylic acid hydrochloride), C=1C=CC2=C(C1)N=NN2O (HOBt), COC=1C(=C(C=CC1)[C@@H](C)NC)OCCC ((R)-1-(3-methoxy-2-propoxyphenyl)-N-methylethanamine), C(C)N(C(C)C)C(C)C ((i-Pr)2EtN). The solvent is CN(C)C=O (DMF), O (H2O). Conditions: temperature 35 celsius, time 8 hour. The product is CC1(OCC2=C(NC1=O)N=CC(=C2)/C=C/C(=O)N(C)[C@H](C)C2=C(C(=CC=C2)OC)OCCC)C ((R,E)-3-(3,3-dimethyl-2-oxo-1,2,3,5-tetrahydropyrido[2,3-e][1,4]oxazepin-7-yl)-N-(1-(3-methoxy-2-propoxyphenyl)ethyl)-N-methylacrylamide). As a reaction SMILES: C(Cl)CCl.Cl.[CH3:6][C:7]1([CH3:24])[C:13](=[O:14])[NH:12][C:11]2[N:15]=[CH:16][C:17](/[CH:19]=[CH:20]/[C:21]([OH:23])=O)=[CH:18][C:10]=2[CH2:9][O:8]1.C1C=CC2N(O)N=NC=2C=1.[CH3:35][O:36][C:37]1[C:38]([O:47][CH2:48][CH2:49][CH3:50])=[C:39]([C@H:43]([NH:45][CH3:46])[CH3:44])[CH:40]=[CH:41][CH:42]=1.C(N(C(C)C)C(C)C)C>CN(C=O)C.O>[CH3:24][C:7]1([CH3:6])[C:13](=[O:14])[NH:12][C:11]2[N:15]=[CH:16][C:17](/[CH:19]=[CH:20]/[C:21]([N:45]([C@@H:43]([C:39]3[CH:40]=[CH:41][CH:42]=[C:37]([O:36][CH3:35])[C:38]=3[O:47][CH2:48][CH2:49][CH3:50])[CH3:44])[CH3:46])=[O:23])=[CH:18][C:10]=2[CH2:9][O:8]1 |f:1.2|. Reported procedure: EDC (0.14 g, 0.73 mmol) was added to a suspension of (E)-3-(3,3-dimethyl-2-oxo-1,2,3,5-tetrahydropyrido[2,3-e][1,4]oxazepin-7-yl)acrylic acid hydrochloride (0.16 g, 0.61 mmol), HOBt (0.091 g, 0.67 mmol), (R)-1-(3-methoxy-2-propoxyphenyl)-N-methylethanamine (0.15 g, 0.67 mmol) and (i-Pr)2EtN (0.62 mL, 3.7 mmol) in DMF (5 mL). The mixture was allowed to stir overnight at 35° C. The mixture was cooled to 0° C. and diluted with H2O (30 mL) with rapid stirring. The resulting precipitate was filtered,... The reactants are Cl.ClCC=1C=C2C=CN=CC2=CC1 (6-(Chloromethyl)isoquinoline hydrochloride), COC=1C=C2C=C(N=C(C2=CC1OC)C)O (6,7-dimethoxy-1-methylisoquinolin-3-ol), COC=1C=C2C=C(N=C(C2=CC1OC)C)O (6,7-Dimethoxy-1-methylisoquinolin-3-ol), [OH-].[K+] (KOH). The solvent is O (H2O), CCOC(=O)C (EtOAc), C1(=CC=CC=C1)C (toluene). Conditions: temperature 160 celsius, time 1.5 hour. Product: C1=NC=CC2=CC(=CC=C12)CC1=C(N=C(C2=CC(=C(C=C12)OC)OC)C)O (4-(isoquinolin-6-ylmethyl)-6,7-dimethoxy-1-methylisoquinolin-3-ol). As a reaction SMILES: [CH3:1][O:2][C:3]1[CH:4]=[C:5]2[C:10](=[CH:11][C:12]=1[O:13][CH3:14])[C:9]([CH3:15])=[N:8][C:7]([OH:16])=[CH:6]2.[OH-].[K+].Cl.Cl[CH2:21][C:22]1[CH:23]=[C:24]2[C:29](=[CH:30][CH:31]=1)[CH:28]=[N:27][CH:26]=[CH:25]2>C1(C)C=CC=CC=1.O.CCOC(C)=O>[CH:28]1[C:29]2[C:24](=[CH:23][C:22]([CH2:21][C:6]3[C:5]4[C:10](=[CH:11][C:12]([O:13][CH3:14])=[C:3]([O:2][CH3:1])[CH:4]=4)[C:9]([CH3:15])=[N:8][C:7]=3[OH:16])=[CH:31][CH:30]=2)[CH:25]=[CH:26][N:27]=1 |f:1.2,3.4|. Reported procedure: To a solution of 6,7-dimethoxy-1-methylisoquinolin-3-ol CCH 18060 (158 mg, 721 μmol) in toluene (15 mL) in a 20 mL microwave vial equipped with a magnetic stirrer was added a 2 N aq. KOH solution (0.70 mL, 1.40 mmol) at RT followed by MDE 32048 (185 mg, 864 μmol) and the mixture was stirred at 160° C. for 1.5 h under microwave irradiation. After cooling to RT, the mixture was diluted with H2O (10 mL) before extraction with EtOAc (50 mL). The organic phase was isolated and the aqueous phase was f... Starting materials: C1CCOC1, CC(C)CC1COC(C)(C)N1C(=O)c1cnc(Cl)c(-c2ccc(Cl)cc2)c1, [H-], [Na+], O, CCC(=O)NCCO. Yields the product CCC(=O)NCCOc1ncc(C(=O)N2C(CC(C)C)COC2(C)C)cc1-c1ccc(Cl)cc1. Reaction SMILES: [CH2:39]1[O:40][CH2:41][CH2:42][CH2:43]1.[Cl:11][c:12]1[c:13](-[c:31]2[cH:32][cH:33][c:34]([Cl:37])[cH:35][cH:36]2)[cH:14][c:15]([C:18](=[O:19])[N:20]2[C:21]([CH3:29])([CH3:30])[O:22][CH2:23][CH:24]2[CH2:25][CH:26]([CH3:27])[CH3:28])[cH:16][n:17]1.[H-:1].[Na+:2].[OH2:38].[OH:3][CH2:4][CH2:5][NH:6][C:7]([CH2:8][CH3:9])=[O:10]>>[O:3]([CH2:4][CH2:5][NH:6][C:7]([CH2:8][CH3:9])=[O:10])[c:12]1[c:13](-[c:31]2[cH:32][cH:33][c:34]([Cl:37])[cH:35][cH:36]2)[cH:14][c:15]([C:18](=[O:19])[N:20]2[C:21]([CH3:29])([CH3:30])[O:22][CH2:23][CH:24]2[CH2:25][CH:26]([CH3:27])[CH3:28])[cH:16][n:17]1. Starting materials: [BH3-]C#N, CN(CC=O)C(=O)OC(C)(C)C, CC(=O)O, CO, COc1ccccc1CNC(=O)c1cc(C(F)(F)F)nn1-c1cccc(CN)c1, [Na+]. Product: COc1ccccc1CNC(=O)c1cc(C(F)(F)F)nn1-c1cccc(CNCCN(C)C(=O)OC(C)(C)C)c1. As a reaction SMILES: [C:46]([BH3-:47])#[N:48].[CH3:30][N:31]([C:32]([O:33][C:34]([CH3:35])([CH3:36])[CH3:37])=[O:38])[CH2:39][CH:40]=[O:41].[CH3:42][C:43](=[O:44])[OH:45].[CH3:50][OH:51].[NH2:1][CH2:2][c:3]1[cH:4][c:5](-[n:9]2[n:10][c:11]([C:26]([F:27])([F:28])[F:29])[cH:12][c:13]2[C:14](=[O:15])[NH:16][CH2:17][c:18]2[c:19]([O:24][CH3:25])[cH:20][cH:21][cH:22][cH:23]2)[cH:6][cH:7][cH:8]1.[Na+:49]>>[NH:1]([CH2:2][c:3]1[cH:4][c:5](-[n:9]2[n:10][c:11]([C:26]([F:27])([F:28])[F:29])[cH:12][c:13]2[C:14](=[O:15])[NH:16][CH2:17][c:18]2[c:19]([O:24][CH3:25])[cH:20][cH:21][cH:22][cH:23]2)[cH:6][cH:7][cH:8]1)[CH2:40][CH2:39][N:31]([CH3:30])[C:32]([O:33][C:34]([CH3:35])([CH3:36])[CH3:37])=[O:38]. Reactants: O (water), CC(C#N)(C)NS(=O)(=O)C=C (2-methyl-2-(ethenylsulfonamido)propionitrile), CC(C#N)(C)NS(=O)(=O)C=C (2-Methyl-2-(ethenylsulfonamido)propionitrile), ClC(C(Cl)Cl)(SCl)Cl (1,1,2,2-tetrachloroethylsulfenyl chloride), [OH-].[Na+] (sodium hydroxide). The reagents and catalysts are [Cl-].C(C1=CC=CC=C1)[N+](CC)(CC)CC (benzyltriethylammonium chloride). The solvent is C(Cl)Cl (methylene chloride). Conditions: time 8 hour. Yields the product ClC(C(Cl)Cl)(Cl)SCC(C#N)(NS(=O)(=O)C=C)C (1,1,2,2-Tetrachloroethylthio-2-methyl-2-(ethenylsulfonamido)propionitrile). The yield is 44.3%. Reaction SMILES: [CH3:1][C:2]([NH:6][S:7]([CH:10]=[CH2:11])(=[O:9])=[O:8])([CH3:5])[C:3]#[N:4].[Cl:12][C:13]([Cl:19])([S:17]Cl)[CH:14]([Cl:16])[Cl:15].O.[OH-].[Na+]>[Cl-].C([N+](CC)(CC)CC)C1C=CC=CC=1.C(Cl)Cl>[Cl:12][C:13]([S:17][CH2:5][C:2]([CH3:1])([NH:6][S:7]([CH:10]=[CH2:11])(=[O:9])=[O:8])[C:3]#[N:4])([Cl:19])[CH:14]([Cl:16])[Cl:15] |f:3.4,5.6|. Procedure details: To a stirred mixture of 3.9 g (0.02 mole) 2-methyl-2-(ethenylsulfonamido)propionitrile (the product of Example 22), 5.0 g (0.02 mole) 1,1,2,2-tetrachloroethylsulfenyl chloride and 0.5 g benzyltriethylammonium chloride in 150 ml methylene chloride, cooled by an ice bath, 10 ml water was added; then 1.6 g (0.02 moles) 50% sodium hydroxide was added dropwise. The reaction mixture was stirred and allowed to come to room temperature overnight. The reaction mixture was washed twice with equal amounts ...